From a dataset of the Open Reaction Database (ORD), a public repository of structured organic reaction records. describe an organic reaction: reactants, conditions, products, and yield As a reaction SMILES: [CH3:25][N:26]1[CH2:27][CH2:28][CH2:29][C:30]1=[O:31].[K:10].[NH2:1][c:2]1[n:3][c:4]([Cl:9])[cH:5][c:6]([Cl:8])[n:7]1.[S:11]([NH2:12])(=[O:13])(=[O:14])[c:15]1[cH:16][cH:17][c:18]([NH:21][C:22]([CH3:23])=[O:24])[cH:19][cH:20]1>>[NH2:1][c:2]1[n:3][c:4]([NH:12][S:11](=[O:13])(=[O:14])[c:15]2[cH:16][cH:17][c:18]([NH:21][C:22]([CH3:23])=[O:24])[cH:19][cH:20]2)[cH:5][c:6]([Cl:8])[n:7]1. The reactants are CN1CCCC1=O, [K], Nc1nc(Cl)cc(Cl)n1, CC(=O)Nc1ccc(S(N)(=O)=O)cc1. The product is CC(=O)Nc1ccc(S(=O)(=O)Nc2cc(Cl)nc(N)n2)cc1. The reactants are Cl, CCOC(=O)c1c(O)cc(C(F)(F)F)nc1C(F)(F)F, [Na+], [OH-]. The product is O=C(O)c1c(O)cc(C(F)(F)F)nc1C(F)(F)F. RXN SMILES: [ClH:23].[F:1][C:2]([c:3]1[n:4][c:5]([C:15]([F:16])([F:17])[F:18])[cH:6][c:7]([OH:14])[c:8]1[C:9](=[O:10])[O:11][CH2:12][CH3:13])([F:19])[F:20].[Na+:22].[OH-:21]>>[F:1][C:2]([c:3]1[n:4][c:5]([C:15]([F:16])([F:17])[F:18])[cH:6][c:7]([OH:14])[c:8]1[C:9](=[O:10])[OH:11])([F:19])[F:20]. Reactants: O=C(O)Cc1cc(O)cc(C(F)(F)F)c1, O=S(=O)(c1ccccc1)c1ccc(F)c(F)c1. Product: O=C(O)Cc1cc(Oc2ccc(S(=O)(=O)c3ccccc3)cc2F)cc(C(F)(F)F)c1. As a reaction SMILES: [OH:1][c:2]1[cH:3][c:4]([CH2:12][C:13](=[O:14])[OH:15])[cH:5][c:6]([C:8]([F:9])([F:10])[F:11])[cH:7]1.[c:16]1([S:22](=[O:23])(=[O:24])[c:25]2[cH:26][c:27]([F:32])[c:28]([F:31])[cH:29][cH:30]2)[cH:17][cH:18][cH:19][cH:20][cH:21]1>>[O:1]([c:2]1[cH:3][c:4]([CH2:12][C:13](=[O:14])[OH:15])[cH:5][c:6]([C:8]([F:9])([F:10])[F:11])[cH:7]1)[c:28]1[c:27]([F:32])[cH:26][c:25]([S:22]([c:16]2[cH:17][cH:18][cH:19][cH:20][cH:21]2)(=[O:23])=[O:24])[cH:30][cH:29]1. The reactants are OC1=C(N=C2N(C1=O)CCN2CCO)C(=O)OCC (ethyl 6-hydroxy-1-(2-hydroxyethyl)-5-oxo-1,2,3,5-tetrahydroimidazo[1,2-a]pyrimidine-7-carboxylate), FC1=CC=C(CN)C=C1 (4-fluorobenzylamine). The solvent is C(C)O (ethanol), C(C)(=O)OCC (ethyl acetate). Product: FC1=CC=C(CNC(=O)C=2N=C3N(C(C2O)=O)CCN3CCO)C=C1 (N-(4-Fluorobenzyl)-6-hydroxy-1-(2-hydroxyethyl)-5-oxo-1,2,3,5-tetrahydroimidazo[1,2-a]pyrimidine-7-carboxamide). The yield is 81.6%. RXN SMILES: [OH:1][C:2]1[C:7](=[O:8])[N:6]2[CH2:9][CH2:10][N:11]([CH2:12][CH2:13][OH:14])[C:5]2=[N:4][C:3]=1[C:15]([O:17]CC)=O.[F:20][C:21]1[CH:28]=[CH:27][C:24]([CH2:25][NH2:26])=[CH:23][CH:22]=1>C(O)C.C(OCC)(=O)C>[F:20][C:21]1[CH:28]=[CH:27][C:24]([CH2:25][NH:26][C:15]([C:3]2[N:4]=[C:5]3[N:11]([CH2:12][CH2:13][OH:14])[CH2:10][CH2:9][N:6]3[C:7](=[O:8])[C:2]=2[OH:1])=[O:17])=[CH:23][CH:22]=1. Procedure: A solution of ethyl 6-hydroxy-1-(2-hydroxyethyl)-5-oxo-1,2,3,5-tetrahydroimidazo[1,2-a]pyrimidine-7-carboxylate (0.110 g, 0.408 mmol) and 4-fluorobenzylamine (0.200 g, 1.6 mmol) in anhydrous ethanol (5 ml) was heated under reflux for 6 h. The reaction mixture was then diluted with ethyl acetate, washed successively with 0.1 N hydrochloric acid and brine, dried over anhydrous magnesium sulfate and concentrated under reduced pressure. Crystallization of the residual solid from ethanol gave 0.116 g... Reactants: BrCC(=O)C1=CC=C(C=C1)OC (α-bromo-p-methoxyacetophenone), C(C)O (ethanol), [C-]#N.[Na+] (sodium cyanide). Solvent: O (water), O (water). Reaction conditions: time 45 minute. Yields the product COC1=CC=C(C(=O)CC#N)C=C1 (p-methoxybenzoylacetonitrile). Reaction SMILES: Br[CH2:2][C:3]([C:5]1[CH:10]=[CH:9][C:8]([O:11][CH3:12])=[CH:7][CH:6]=1)=[O:4].C(O)C.[C-:16]#[N:17].[Na+]>O>[CH3:12][O:11][C:8]1[CH:9]=[CH:10][C:5]([C:3]([CH2:2][C:16]#[N:17])=[O:4])=[CH:6][CH:7]=1 |f:2.3|. Procedure details: A 25.0 g. portion of α-bromo-p-methoxyacetophenone is suspended in 125 ml. of ethanol. A solution of 16.0 g. of sodium cyanide in 75 ml. of water is added, using an ice-water bath to keep the temperature at 25°-30° C. The mixture is stirred for 45 minutes at room temperature. A total of 1.2 liters of water is added in 200 ml. increments with filtration through celite until no more precipitate forms. The filtrate is acidified to pH 5 with acetic acid. The solid is collected, washed with water, dr...